This data is from the Open Reaction Database (ORD), a public repository of structured organic reaction records. The task is: describe an organic reaction: reactants, conditions, products, and yield The reactants are C(OC)([O-])[O-] (methyl orthoformate), CN1C(N(CC1)C)=O (1,3-dimethyl-2-imidazolidinone), S(O)(O)(=O)=O (sulfuric acid), [N+](=O)([O-])N=C1NCCN1 (2-nitroiminoimidazolidine). The product is COC(N1C(NCC1)=N[N+](=O)[O-])OC (1-dimethoxymethyl-2-nitroiminoimidazolidine). Reaction SMILES: [CH:1]([O-:5])([O-])[O:2][CH3:3].[CH3:6]N1CCN(C)C1=O.S(=O)(=O)(O)O.[N+:19]([N:22]=[C:23]1[NH:27][CH2:26][CH2:25][NH:24]1)([O-:21])=[O:20]>>[CH3:6][O:5][CH:1]([O:2][CH3:3])[N:24]1[CH2:25][CH2:26][NH:27][C:23]1=[N:22][N+:19]([O-:21])=[O:20]. Procedure details: 22.0 g of methyl orthoformate was dropped in about 2 hours in a mixture of 10 g of 2-nitroiminoimidazolidine, 20 ml of 1,3-dimethyl-2-imidazolidinone and 0.05 g of sulfuric acid at 150° C., followed by heating under reflux for further 1 hour while removing the resultant distillate by means of the Dean-Stark trap. After cooling to room temperature, the mixture was poured into water, and extracted with ethyl acetate. After washing with water, the extract was dried with anhydrous magnesium sulfate,... The reactants are C(C)(C)(C)OC(CCC1=C(C(=CC=C1OC)OC)CCC(=O)OC(C)(C)C)=O (3-[2-(2-tert-butoxycarbonylethyl)-3,6-dimethoxyphenyl]-propionic acid tert-butyl ester), [H-].[Na+] (sodium hydride), ice water, C(C)(=O)O (acetic acid). Run in C1(=CC=CC=C1)C (toluene), C(C)(C)(C)O (tert-butyl alcohol). Run at time 3 hour. The product is COC1=CC=C(C2=C1CCC(CC2)=O)OC (1,4-dimethoxy-5,6,8,9-tetrahydrobenzocyclohepten-7-one). The yield is 84.6%. As a reaction SMILES: C(OC(=O)[CH2:7][CH2:8][C:9]1[C:14]([O:15][CH3:16])=[CH:13][CH:12]=[C:11]([O:17][CH3:18])[C:10]=1[CH2:19][CH2:20][C:21]([O:23]C(C)(C)C)=O)(C)(C)C.[H-].[Na+].C(O)(=O)C>C1(C)C=CC=CC=1.C(O)(C)(C)C>[CH3:18][O:17][C:11]1[C:10]2[CH2:19][CH2:20][C:21](=[O:23])[CH2:7][CH2:8][C:9]=2[C:14]([O:15][CH3:16])=[CH:13][CH:12]=1 |f:1.2|. Reported procedure: 3-[2-(2-tert-butoxycarbonylethyl)-3,6-dimethoxyphenyl]-propionic acid tert-butyl ester (6.33 g) was added dropwise to a refluxed solution of sodium hydride (578 mg) in dry toluene (60 ml) and dry tert-butyl alcohol (0.5 ml), and stirred for 3 hours. After cooling, to the reaction mixture glacial acetic acid was added dropwise followed by addition of ice water and extracted with ethyl acetate. The organic layer was washed with brine, dried over magnesium sulfate and evaporated in vacuo. To the re...